describe an organic reaction: reactants, conditions, products, and yield From a dataset of the Open Reaction Database (ORD), a public repository of structured organic reaction records. Starting materials: C(CCC)C1=NC2=C(N1CC1=CC=C(C=C1)C=1C(=CC=CC1)C(=O)OC(C)(C)C)C=C(C=C2)N(C(=O)NCCCC)C (tert.butyl 4'-[(2-n-butyl-6-(N-(n-butylaminocarbonyl)-methylamino)-benzimidazol-1-yl)-methyl]biphenyl-2-carboxylate), FC(C(=O)O)(F)F (trifluoroacetic acid). Yields the product C(CCC)C1=NC2=C(N1CC1=CC=C(C=C1)C=1C(=CC=CC1)C(=O)O)C=C(C=C2)N(C(=O)NCCCC)C (4'-[(2-n-Butyl-6-(N-(n-butylaminocarbonyl)-methylamino)-benzimidazol-1-yl)-methyl]biphenyl-2-carboxylic acid). As a reaction SMILES: [CH2:1]([C:5]1[N:9]([CH2:10][C:11]2[CH:16]=[CH:15][C:14]([C:17]3[C:18]([C:23]([O:25]C(C)(C)C)=[O:24])=[CH:19][CH:20]=[CH:21][CH:22]=3)=[CH:13][CH:12]=2)[C:8]2[CH:30]=[C:31]([N:34]([CH3:42])[C:35]([NH:37][CH2:38][CH2:39][CH2:40][CH3:41])=[O:36])[CH:32]=[CH:33][C:7]=2[N:6]=1)[CH2:2][CH2:3][CH3:4].FC(F)(F)C(O)=O>>[CH2:1]([C:5]1[N:9]([CH2:10][C:11]2[CH:12]=[CH:13][C:14]([C:17]3[C:18]([C:23]([OH:25])=[O:24])=[CH:19][CH:20]=[CH:21][CH:22]=3)=[CH:15][CH:16]=2)[C:8]2[CH:30]=[C:31]([N:34]([CH3:42])[C:35]([NH:37][CH2:38][CH2:39][CH2:40][CH3:41])=[O:36])[CH:32]=[CH:33][C:7]=2[N:6]=1)[CH2:2][CH2:3][CH3:4]. Reported procedure: Prepared in analogous manner to Example 9 from tert.butyl 4'-[(2-n-butyl-6-(N-(n-butylaminocarbonyl)-methylamino)-benzimidazol-1-yl)-methyl]biphenyl-2-carboxylate and trifluoroacetic acid. As a reaction SMILES: [C:1]([NH:4][C:5]1[CH:10]=[CH:9][C:8]([CH:11]2[CH2:16][C:15](=[O:17])[C:14]([C:18](=O)[CH2:19][CH3:20])=[C:13]([OH:22])[CH2:12]2)=[CH:7][CH:6]=1)(=[O:3])[CH3:2].[CH2:23]([O:25][NH2:26])[CH3:24]>O1CCCC1>[C:1]([NH:4][C:5]1[CH:10]=[CH:9][C:8]([CH:11]2[CH2:16][C:15](=[O:17])[C:14]([C:18](=[N:26][O:25][CH2:23][CH3:24])[CH2:19][CH3:20])=[C:13]([OH:22])[CH2:12]2)=[CH:7][CH:6]=1)(=[O:3])[CH3:2]. Procedure: Into 10 ml of tetrahydrofuran was dissolved 2.0 g of 5-(4-acetamidophenyl)-2-propionyl-3-hydroxy-2-cyclohexen-1-one and to the solution was added 1.0 g of aqueous solution containing 50% of ethoxyamine. The mixture was kept for 15 hours at room temperature and it was poured into ice water and the crystal sedimented was collected with a filtering step. The crystal was dissolved in 20 ml of chloroform and the solution was washed with water and extracted with 15 ml of aqueous solution containing 5%... The product is C(C)(=O)NC1=CC=C(C=C1)C1CC(=C(C(C1)=O)C(CC)=NOCC)O (5-(4-acetamidophenyl)-2-[1-(ethoxyimino)propyl]-3-hydroxy-2-cyclohexen-1-one). Run at time 15 hour. The solvent is O1CCCC1 (tetrahydrofuran). Starting materials: ice water, aqueous solution, C(C)ON (ethoxyamine), C(C)(=O)NC1=CC=C(C=C1)C1CC(=C(C(C1)=O)C(CC)=O)O (5-(4-acetamidophenyl)-2-propionyl-3-hydroxy-2-cyclohexen-1-one). The reactants are N1(C=NC=C1)C1=CC=C(C(=O)N2CCC(CC2)N)C=C1 (1-[4-(1H-Imidazol-1-yl)benzoyl]-4-piperidinamine), C(CCC)N=C=S (butyl isothiocyanate), C(CCC)N=C=S (butyl isothiocyanate). Run in C(Cl)Cl (methylene chloride). Run at time 24 hour. Yields the product C(CCC)NC(=S)NC1CCN(CC1)C(C1=CC=C(C=C1)N1C=NC=C1)=O (N-Butyl-N'-[1-[4-(1H-Imidazol-1-yl)benzoyl]-4-piperidinyl]thiourea). As a reaction SMILES: [N:1]1([C:6]2[CH:20]=[CH:19][C:9]([C:10]([N:12]3[CH2:17][CH2:16][CH:15]([NH2:18])[CH2:14][CH2:13]3)=[O:11])=[CH:8][CH:7]=2)[CH:5]=[CH:4][N:3]=[CH:2]1.[CH2:21]([N:25]=[C:26]=[S:27])[CH2:22][CH2:23][CH3:24]>C(Cl)Cl>[CH2:21]([NH:25][C:26]([NH:18][CH:15]1[CH2:16][CH2:17][N:12]([C:10](=[O:11])[C:9]2[CH:8]=[CH:7][C:6]([N:1]3[CH:5]=[CH:4][N:3]=[CH:2]3)=[CH:20][CH:19]=2)[CH2:13][CH2:14]1)=[S:27])[CH2:22][CH2:23][CH3:24]. Procedure details: 1-[4-(1H-Imidazol-1-yl)benzoyl]-4-piperidinamine (4.06 g, 15.0 mmol) and butyl isothiocyanate (1.81 mL, 1.73 g, 15.0 mmol) are combined in methylene chloride (75 mL) and stirred at room temperature. After 24 hr, an additional portion (0.90 mL, 0.86 g, 7.5 mmol) of butyl isothiocyanate is added, and the mixture is stirred for 48 hr. The mixture is washed twice with 1N aqueous sodium hydroxide, once with brine, dried over magnesium sulfate, and evaporated. Trituration of the residue with ether and... The reactants are BrBr (Bromine), FC(C1=CC=C(C=C1)O)(F)F (4-trifluoromethylphenol), ferric chloride hexahydrate, Cl (hydrochloric acid), crude product, [Cu](C#N)C#N (copper cyanide). Solvent: ClCCl (dichloromethane), O (water), CN(C=O)C (N,N-dimethylformamide). Reaction conditions: time 38 hour. The product is C(#N)C1=C(C=CC(=C1)C(F)(F)F)O (2-cyano-4-trifluoromethylphenol). The yield is 77.4%. As a reaction SMILES: BrBr.[F:3][C:4]([F:13])([F:12])[C:5]1[CH:10]=[CH:9][C:8]([OH:11])=[CH:7][CH:6]=1.[Cu](C#N)[C:15]#[N:16].Cl>ClCCl.O.CN(C)C=O>[C:15]([C:7]1[CH:6]=[C:5]([C:4]([F:12])([F:13])[F:3])[CH:10]=[CH:9][C:8]=1[OH:11])#[N:16]. Procedure details: Bromine (15.9 ml) was added to a solution of 4-trifluoromethylphenol (50 g) in dichloromethane (300 ml) at room temperature and the mixture was stirred for 38 hours. The reaction mixture was successively washed with aqueous sodium bisulfite solution and saturated saline solution, dried over anhydrous magnesium sulfate, and the solvent was distilled off to obtain crude 2-bromo-4-trifluoromethylphenol (78.5 g) as oil. N,N-dimethylformamide (250 ml) was added to the crude product and copper cyanide... Starting materials: C(C)OP(OCC)(=O)CN1C(C(NC2=CC=C(C=C12)F)=O)=O ((7-fluoro-1,2,3,4-tetrahydro-2,3-dioxoquinoxalin-1-yl)methanephosphonic acid diethyl ester), F[B-](F)(F)F.O=[N+]=O (nitronium tetrafluoroborate), O (water). Run in C(Cl)Cl (methylene chloride). Conditions: time 2 hour. Yields the product C(C)OP(OCC)(=O)CN1C(C(NC2=CC(=C(C=C12)F)[N+](=O)[O-])=O)=O ((6-nitro-7-fluoro-1,2,3,4-tetrahydro-2,3-dioxoquinoxalin-1-yl)-methanephosphonic acid diethyl ester). Isolated yield 50.1%. RXN SMILES: [CH2:1]([O:3][P:4]([CH2:9][N:10]1[C:19]2[C:14](=[CH:15][CH:16]=[C:17]([F:20])[CH:18]=2)[NH:13][C:12](=[O:21])[C:11]1=[O:22])(=[O:8])[O:5][CH2:6][CH3:7])[CH3:2].F[B-](F)(F)F.[O:28]=[N+:29]=[O:30].O>C(Cl)Cl>[CH2:6]([O:5][P:4]([CH2:9][N:10]1[C:19]2[C:14](=[CH:15][C:16]([N+:29]([O-:30])=[O:28])=[C:17]([F:20])[CH:18]=2)[NH:13][C:12](=[O:21])[C:11]1=[O:22])(=[O:8])[O:3][CH2:1][CH3:2])[CH3:7] |f:1.2|. Reported procedure: 615 mg of (7-fluoro-1,2,3,4-tetrahydro-2,3-dioxoquinoxalin-1-yl)methanephosphonic acid diethyl ester is mixed in 60 ml of methylene chloride with 743 mg of nitronium tetrafluoroborate. The batch is stirred for 2 hours at room temperature. It is mixed with 50 ml of water and, after separation of the organic phase, it is extracted three times with methylene chloride. The collected organic phase is dried, filtered and concentrated by evaporation. The residue is chromatographed on silica gel with me... Reactants: C(C)OC(=O)C1=CC=C(C=C1)C1=C(C=CC(=C1)NC(=O)OC(C)(C)C)OC(F)(F)F (5′-tert-Butoxycarbonylamino-2′-trifluoromethoxy-biphenyl-4-carboxylic acid ethyl ester). Run in C(C)O (ethanol), [OH-].[Na+] (sodium hydroxide). The product is C(C)(C)(C)OC(=O)NC=1C=CC(=C(C1)C1=CC=C(C=C1)C(=O)O)OC(F)(F)F (5′-tert-Butoxycarbonylamino-2′-trifluoromethoxy-biphenyl-4-carboxylic acid). As a reaction SMILES: C([O:3][C:4]([C:6]1[CH:11]=[CH:10][C:9]([C:12]2[CH:17]=[C:16]([NH:18][C:19]([O:21][C:22]([CH3:25])([CH3:24])[CH3:23])=[O:20])[CH:15]=[CH:14][C:13]=2[O:26][C:27]([F:30])([F:29])[F:28])=[CH:8][CH:7]=1)=[O:5])C>C(O)C.[OH-].[Na+]>[C:22]([O:21][C:19]([NH:18][C:16]1[CH:15]=[CH:14][C:13]([O:26][C:27]([F:28])([F:29])[F:30])=[C:12]([C:9]2[CH:10]=[CH:11][C:6]([C:4]([OH:5])=[O:3])=[CH:7][CH:8]=2)[CH:17]=1)=[O:20])([CH3:25])([CH3:23])[CH3:24] |f:2.3|. Procedure: 5′-tert-Butoxycarbonylamino-2′-trifluoromethoxy-biphenyl-4-carboxylic acid ethyl ester (200 mg) in ethanol (7 ml) and 2M sodium hydroxide (4 ml) was stirred at 20 C for 18 h. The ethanol was then evaporated and the residue acidified. The solid thus formed was collected by filtration and dried (128 mg) The reactants are IC(CCCCCCCCCO)CC(C(F)(F)F)(F)F (10-iodo-12,12,13,13,13-pentafluorotridecanol), C(C)(=O)[O-].[Na+] (sodium acetate). The reagents and catalysts are [Pd] (palladium/charcoal). Solvent: C(C)O (ethanol). The product is FC(CCCCCCCCCCCO)(C(F)(F)F)F (12,12,13,13,13-pentafluorotridecanol). The yield is 53.4%. RXN SMILES: I[CH:2]([CH2:13][C:14]([F:20])([F:19])[C:15]([F:18])([F:17])[F:16])[CH2:3][CH2:4][CH2:5][CH2:6][CH2:7][CH2:8][CH2:9][CH2:10][CH2:11][OH:12].C([O-])(=O)C.[Na+]>[Pd].C(O)C>[F:19][C:14]([F:20])([C:15]([F:16])([F:17])[F:18])[CH2:13][CH2:2][CH2:3][CH2:4][CH2:5][CH2:6][CH2:7][CH2:8][CH2:9][CH2:10][CH2:11][OH:12] |f:1.2|. Procedure: The reaction mixture containing 16.5 grams (0.04 mole) of the 10-iodo-12,12,13,13,13-pentafluorotridecanol of step (A), 2.0 grams of palladium/charcoal catalyst, and 3.3 grams (0.04 mole) of sodium acetate in 100 ml of ethanol was hydrogenated using a Parr hydrogenator. Upon completion of the uptake of the theoretical amount of hydrogen the reaction mixture was concentrated under reduced pressure and stirred with 125 ml of pentane. The mixture was filtered and the filtrate was concentrated under...